Task: describe an organic reaction: reactants, conditions, products, and yield. Dataset: the Open Reaction Database (ORD), a public repository of structured organic reaction records Procedure details: 5.4 g (49.5 mmol) of p-aminophenol are dissolved in 40 ml of anhydrous pyridine, and 5.7 g (1 equivalent) of methanesulfonyl chloride diluted in 12 ml of pyridine are added over 15 minutes at 20° C. under a stream of nitrogen. The reaction medium is stirred for 3 days at 20° C. and is then poured into 1.5 liters of water containing a sufficient amount of hydrochloric acid (67 g of 36% HCl) to neutralize the pyridine and to establish a pH≦1.5. The aqueous phase is separated out by settling and ex... Product: CS(=O)(=O)NC1=CC=C(C=C1)O (p-methanesulfonamidophenol). As a reaction SMILES: [CH:1]1[C:6]([NH2:7])=[CH:5][CH:4]=[C:3]([OH:8])[CH:2]=1.[CH3:9][S:10](Cl)(=[O:12])=[O:11].O.Cl>N1C=CC=CC=1>[CH3:9][S:10]([NH:7][C:6]1[CH:5]=[CH:4][C:3]([OH:8])=[CH:2][CH:1]=1)(=[O:12])=[O:11]. The reactants are CS(=O)(=O)Cl (methanesulfonyl chloride), C1=CC(=CC=C1N)O (p-aminophenol), O (water), Cl (hydrochloric acid). Reaction conditions: temperature 20 celsius, time 3 day. Run in N1=CC=CC=C1 (pyridine), N1=CC=CC=C1 (pyridine), N1=CC=CC=C1 (pyridine). Yield: 23.1%.